This data is from the Open Reaction Database (ORD), a public repository of structured organic reaction records. The task is: describe an organic reaction: reactants, conditions, products, and yield Reactants: Cl\C(\C=1C=CC=2N(N1)C(=NN2)CNC(OC(C)(C)C)=O)=N/O ((Z)-tert-butyl (6-(chloro(hydroxyimino)methyl)-[1,2,4]triazolo[4,3-b]pyridazin-3-yl)methylcarbamate), C(#C)C1CC1 (ethynylcyclopropane), C(O)([O-])=O.[K+] (potassium hydrogencarbonate). The solvent is CCOC(=O)C (EtOAc). Reaction conditions: temperature 60 celsius, time 30 minute. The product is C1(CC1)C1=CC(=NO1)C=1C=CC=2N(N1)C(=NN2)CN ((6-(5-cyclopropylisoxazol-3-yl)-[1,2,4]-triazolo-[4,3-b]pyridazin-3-yl)methanamine). Isolated yield 23.2%. As a reaction SMILES: Cl/[C:2](=[N:21]\[OH:22])/[C:3]1[CH:4]=[CH:5][C:6]2[N:7]([C:9]([CH2:12][NH:13]C(=O)OC(C)(C)C)=[N:10][N:11]=2)[N:8]=1.[C:23]([CH:25]1[CH2:27][CH2:26]1)#[CH:24].C(=O)([O-])O.[K+]>CCOC(C)=O>[CH:25]1([C:23]2[O:22][N:21]=[C:2]([C:3]3[CH:4]=[CH:5][C:6]4[N:7]([C:9]([CH2:12][NH2:13])=[N:10][N:11]=4)[N:8]=3)[CH:24]=2)[CH2:27][CH2:26]1 |f:2.3|. Reported procedure: Dissolved (Z)-tert-butyl (6-(chloro(hydroxyimino)methyl)-[1,2,4]triazolo[4,3-b]pyridazin-3-yl)methylcarbamate (110 mg, 337 μmol), ethynylcyclopropane (28 μl, 337 μmol), and potassium hydrogencarbonate (67.4 mg, 673 μmol) in 0.3 mL of EtOAc and heated to 60° C. for 12 h to afford the protected intermediate. The solvent was removed by rotary evaporation and the residue was redissolved in dicholoromethane (5 mL) and TFA (2 mL) and stirred for 30 min at room temperature. The solvent was then removed... The reactants are CC(C1=CC[C@H]2[C@@H]3CC[C@H]4CC=CC[C@]4(C)[C@H]3C(C[C@]12C)=O)=O (5α-pregna- 2,16 -diene-11,20-dione), ClC=1C=C(C(=O)OO)C=CC1 (m-chloroperoxybenzoic acid). The solvent is C(Cl)(Cl)Cl (chloroform), C(Cl)(Cl)Cl (chloroform). Reaction conditions: time 8 hour. The product is O1[C@H]2[C@@H]1C[C@@H]1CC[C@H]3[C@@H]4CC=C(C(C)=O)[C@]4(CC([C@@H]3[C@]1(C2)C)=O)C (2α,3α-Epoxy-5α-pregn-16-ene-11,20-dione). The yield is 72.3%. RXN SMILES: [CH3:1][C:2](=[O:23])[C:3]1[C@:20]2([CH3:21])[C@H:6]([C@H:7]3[C@H:17]([C:18](=[O:22])[CH2:19]2)[C@:15]2([CH3:16])[C@H:10]([CH2:11][CH:12]=[CH:13][CH2:14]2)[CH2:9][CH2:8]3)[CH2:5][CH:4]=1.ClC1C=C(C=CC=1)C(OO)=[O:29]>C(Cl)(Cl)Cl>[O:29]1[C@H:12]2[CH2:11][C@H:10]3[C@:15]([CH3:16])([CH2:14][C@@H:13]12)[C@@H:17]1[C@H:7]([C@H:6]2[C@:20]([CH3:21])([CH2:19][C:18]1=[O:22])[C:3]([C:2](=[O:23])[CH3:1])=[CH:4][CH2:5]2)[CH2:8][CH2:9]3. Reported procedure: To a solution of 5α-pregna- 2,16 -diene-11,20-dione (2.5 g.) in chloroform (50 ml.) was added m-chloroperoxybenzoic acid (85%, 1.8 g.), and the mixture was stirred at room temperature overnight. More chloroform was then added, and the solution was washed with dilute sodium bicarbonate solution and with water, dried over magnesium sulphate and evaporated to an oil which was triturated with ether/petrol to give title compound (1.9 g.) as colourless needles, m.p. 154°-156° , [α]D + 100°. The yield is 36.1%. Yields the product ClC=1C(=C(C#N)C=CC1)C=1SC=2C(=NC=C(C2N1)F)NC1=NC=NC(=C1)C (3-Chloro-2-[7-fluoro-4-(6-methylpyrimidin-4-ylamino)thiazolo[5,4-c]pyridin-2-yl]-benzonitrile). Reaction SMILES: Br[C:2]1[C:7]2[S:8][C:9]([C:11]3[C:18]([Cl:19])=[CH:17][CH:16]=[CH:15][C:12]=3[C:13]#[N:14])=[N:10][C:6]=2[C:5]([F:20])=[CH:4][N:3]=1.[CH3:21][C:22]1[N:27]=[CH:26][N:25]=[C:24]([NH2:28])[CH:23]=1.CC1(C)C2C(=C(P(C3C=CC=CC=3)C3C=CC=CC=3)C=CC=2)OC2C(P(C3C=CC=CC=3)C3C=CC=CC=3)=CC=CC1=2.C([O-])([O-])=O.[Cs+].[Cs+]>O1CCOCC1.C1C=CC(/C=C/C(/C=C/C2C=CC=CC=2)=O)=CC=1.C1C=CC(/C=C/C(/C=C/C2C=CC=CC=2)=O)=CC=1.C1C=CC(/C=C/C(/C=C/C2C=CC=CC=2)=O)=CC=1.[Pd].[Pd]>[Cl:19][C:18]1[C:11]([C:9]2[S:8][C:7]3[C:2]([NH:28][C:24]4[CH:23]=[C:22]([CH3:21])[N:27]=[CH:26][N:25]=4)=[N:3][CH:4]=[C:5]([F:20])[C:6]=3[N:10]=2)=[C:12]([CH:15]=[CH:16][CH:17]=1)[C:13]#[N:14] |f:3.4.5,7.8.9.10.11|. Run in O1CCOCC1 (dioxane). Conditions: temperature 80 celsius. Reagents/catalysts: C=1C=CC(=CC1)/C=C/C(=O)/C=C/C2=CC=CC=C2.C=1C=CC(=CC1)/C=C/C(=O)/C=C/C2=CC=CC=C2.C=1C=CC(=CC1)/C=C/C(=O)/C=C/C2=CC=CC=C2.[Pd].[Pd] (Pd2(dba)3). Starting materials: BrC1=NC=C(C2=C1SC(=N2)C2=C(C#N)C=CC=C2Cl)F (2-(4-bromo-7-fluorothiazolo[5,4-c]pyridin-2-yl)-3-chlorobenzonitrile), CC1=CC(=NC=N1)N (6-methylpyrimidin-4-ylamine), CC1(C2=C(C(=CC=C2)P(C3=CC=CC=C3)C4=CC=CC=C4)OC5=C(C=CC=C51)P(C6=CC=CC=C6)C7=CC=CC=C7)C (XantPhos), C(=O)([O-])[O-].[Cs+].[Cs+] (Cs2CO3). Procedure: A mixture of 2-(4-bromo-7-fluorothiazolo[5,4-c]pyridin-2-yl)-3-chlorobenzonitrile (0.110 g, 0.30 mmol), 6-methylpyrimidin-4-ylamine (35 mg, 0.32 mmol), XantPhos (0.018 g, 0.03 mmol) and Cs2CO3 (247 mg, 0.75 mmol) in dioxane (2.5 mL) was degassed with a stream of argon. Pd2(dba)3 (0.014 g, 0.015 mmol) was added and the reaction mixture was heated at 80° C. for 2 hours in a sealed vial. After cooling to room temperature, the crude reaction mixture was filtered through Celite® washing with EtOAc (5... Reactants: C(CCl)Cl (EDC), C=1(C(=CC=CC1)C(=O)O)C (ortho-toluic acid), CN1C(=CC2=CC=CC=C12)CNC (1-methyl-2-(methylaminomethyl)indole), C=1C=CC2=C(C1)N=NN2O (HOBt), O (H2O). Run in CN(C)C=O (DMF). Reaction conditions: time 8 hour. Product: CN(C(C1=C(C=CC=C1)C)=O)CC=1N(C2=CC=CC=C2C1)C (N,2-Dimethyl-N-[(1-methyl-1H-indol-2-yl)methyl]benzamide). Yield: 62.2%. Reaction SMILES: C(Cl)CCl.[C:5]1([CH3:14])[C:6]([C:11]([OH:13])=O)=[CH:7][CH:8]=[CH:9][CH:10]=1.[CH3:15][N:16]1[C:24]2[C:19](=[CH:20][CH:21]=[CH:22][CH:23]=2)[CH:18]=[C:17]1[CH2:25][NH:26][CH3:27].C1C=CC2N(O)N=NC=2C=1.O>CN(C=O)C>[CH3:27][N:26]([CH2:25][C:17]1[N:16]([CH3:15])[C:24]2[C:19]([CH:18]=1)=[CH:20][CH:21]=[CH:22][CH:23]=2)[C:11](=[O:13])[C:6]1[CH:7]=[CH:8][CH:9]=[CH:10][C:5]=1[CH3:14]. Reported procedure: EDC (0.22 g, 1.15 mmole) was added to a solution of ortho-toluic acid (0.15 g, 1.10 mmole), 1-methyl-2-(methylaminomethyl)indole (0.20 g, 1.15 mmole), and HOBt.H2O (0.15 g, 1.11 mmole) in DMF at RT. The reaction was stirred overnight, then was concentrated in vacuo. The residue was diluted with 5% NaHCO3 and extracted with CH2Cl2. The combined organic extracts were washed with brine and dried over MgSO4. Flash chromatography on silica gel (20% EtOAc/hexanes) gave a colorless gum, which was tritu...